Dataset: the Open Reaction Database (ORD), a public repository of structured organic reaction records. Task: describe an organic reaction: reactants, conditions, products, and yield The reactants are ClC=1C=CC(=C(C1)C1=CC(N(C=C1OC)C(C(=O)OCC)C(C)C)=O)C#N (ethyl 2-[4-(5-chloro-2-cyanophenyl)-5-methoxy-2-oxopyridin-1(2H)-yl]-3-methylbutanoate), [OH-].[Li+] (lithium hydroxide). The product is ClC=1C=CC(=C(C1)C1=CC(N(C=C1OC)C(C(=O)O)C(C)C)=O)C#N (2-[4-(5-Chloro-2-cyanophenyl)-5-methoxy-2-oxopyridin-1(2H)-yl]-3-methylbutanoic acid). RXN SMILES: [Cl:1][C:2]1[CH:3]=[CH:4][C:5]([C:26]#[N:27])=[C:6]([C:8]2[C:13]([O:14][CH3:15])=[CH:12][N:11]([CH:16]([CH:22]([CH3:24])[CH3:23])[C:17]([O:19]CC)=[O:18])[C:10](=[O:25])[CH:9]=2)[CH:7]=1.[OH-].[Li+]>>[Cl:1][C:2]1[CH:3]=[CH:4][C:5]([C:26]#[N:27])=[C:6]([C:8]2[C:13]([O:14][CH3:15])=[CH:12][N:11]([CH:16]([CH:22]([CH3:23])[CH3:24])[C:17]([OH:19])=[O:18])[C:10](=[O:25])[CH:9]=2)[CH:7]=1 |f:1.2|. Reported procedure: 3.70 g (9.52 mmol) of ethyl 2-[4-(5-chloro-2-cyanophenyl)-5-methoxy-2-oxopyridin-1(2H)-yl]-3-methylbutanoate (racemate) were hydrolysed with lithium hydroxide according to General Method 6B. Yield: 2.80 g (82% of theory) Reactants: COC(=O)C=1C(CSC1C)O (3-hydroxy-5-methyl-dihydrothiophene-4-carboxylic acid methyl ester), S(=O)(=O)(Cl)Cl (sulfuryl chloride). Solvent: C(Cl)Cl (methylene chloride), C(Cl)Cl (methylene chloride). Product: COC(=O)C=1C(=CSC1C)O (3-hydroxy-5-methyl-thiophene-4-carboxylic acid methyl ester). Yield: 75.0%. As a reaction SMILES: [CH3:1][O:2][C:3]([C:5]1[CH:6]([OH:11])[CH2:7][S:8][C:9]=1[CH3:10])=[O:4].S(Cl)(Cl)(=O)=O>C(Cl)Cl>[CH3:1][O:2][C:3]([C:5]1[C:6]([OH:11])=[CH:7][S:8][C:9]=1[CH3:10])=[O:4]. Procedure details: 17.4 Parts of 3-hydroxy-5-methyl-dihydrothiophene-4-carboxylic acid methyl ester are dissolved in 100 parts by volume of methylene chloride. 14.9 parts of sulfuryl chloride in 20 parts by volume of methylene chloride are added in the course of 30 minutes at 10° C., whilst passing nitrogen into the mixture. The end product is isolated from the reaction mixture by the method described in Example 1c. 12.9 parts (75% of theory) of 3-hydroxy-5-methyl-thiophene-4-carboxylic acid methyl ester of boilin... Reactants: CCCC[N+](CCCC)(CCCC)CCCC, CC(C)(C)OC(=O)N1CCC2CN(c3cncc(C#C[Si](C)(C)C)c3)CC21, [F-], C1CCOC1. Yields the product C#Cc1cncc(N2CC3CCN(C(=O)OC(C)(C)C)C3C2)c1. Reaction SMILES: [CH2:29]([N+:30]([CH2:31][CH2:32][CH2:33][CH3:34])([CH2:35][CH2:36][CH2:37][CH3:38])[CH2:39][CH2:40][CH2:41][CH3:42])[CH2:43][CH2:44][CH3:45].[CH3:1][Si:2]([CH3:3])([CH3:4])[C:5]#[C:6][c:7]1[cH:8][c:9]([N:13]2[CH2:14][CH:15]3[N:16]([C:21](=[O:22])[O:23][C:24]([CH3:25])([CH3:26])[CH3:27])[CH2:17][CH2:18][CH:19]3[CH2:20]2)[cH:10][n:11][cH:12]1.[F-:28].[O:46]1[CH2:47][CH2:48][CH2:49][CH2:50]1>>[CH:5]#[C:6][c:7]1[cH:8][c:9]([N:13]2[CH2:14][CH:15]3[N:16]([C:21](=[O:22])[O:23][C:24]([CH3:25])([CH3:26])[CH3:27])[CH2:17][CH2:18][CH:19]3[CH2:20]2)[cH:10][n:11][cH:12]1. The reactants are COC(=O)C=P(c1ccccc1)(c1ccccc1)c1ccccc1, ClCCl, CCCCCC(=CC=O)c1cccc(F)c1. Yields the product CCCCCC(=CC=CC(=O)OC)c1cccc(F)c1. RXN SMILES: [C:17](=[O:18])([O:19][CH3:20])[CH:21]=[P:22]([c:23]1[cH:24][cH:25][cH:26][cH:27][cH:28]1)([c:29]1[cH:30][cH:31][cH:32][cH:33][cH:34]1)[c:35]1[cH:36][cH:37][cH:38][cH:39][cH:40]1.[Cl:41][CH2:42][Cl:43].[F:1][c:2]1[cH:3][c:4]([C:8](=[CH:9][CH:10]=[O:11])[CH2:12][CH2:13][CH2:14][CH2:15][CH3:16])[cH:5][cH:6][cH:7]1>>[F:1][c:2]1[cH:3][c:4]([C:8](=[CH:9][CH:10]=[CH:21][C:17](=[O:18])[O:19][CH3:20])[CH2:12][CH2:13][CH2:14][CH2:15][CH3:16])[cH:5][cH:6][cH:7]1. Starting materials: CS(C)=O, CN1CCCC1=O, CCN(C(C)C)C(C)C, Fc1ccccc1CBr, CC(CO)Nc1nc(S)nc2nc(N)sc12. RXN SMILES: [CH3:35][S:36]([CH3:37])=[O:38].[CH3:39][N:40]1[CH2:41][CH2:42][CH2:43][C:44]1=[O:45].[CH:26]([N:27]([CH:28]([CH3:29])[CH3:30])[CH2:31][CH3:32])([CH3:33])[CH3:34].[F:1][c:2]1[c:3]([CH2:4][Br:5])[cH:6][cH:7][cH:8][cH:9]1.[NH2:10][c:11]1[s:12][c:13]2[c:14]([n:15][c:16]([SH:24])[n:17][c:18]2[NH:19][CH:20]([CH2:21][OH:22])[CH3:23])[n:25]1>>[F:1][c:2]1[c:3]([CH2:4][S:24][c:16]2[n:15][c:14]3[c:13]([s:12][c:11]([NH2:10])[n:25]3)[c:18]([NH:19][CH:20]([CH2:21][OH:22])[CH3:23])[n:17]2)[cH:6][cH:7][cH:8][cH:9]1. The product is CC(CO)Nc1nc(SCc2ccccc2F)nc2nc(N)sc12.